Task: describe an organic reaction: reactants, conditions, products, and yield. Dataset: the Open Reaction Database (ORD), a public repository of structured organic reaction records Starting materials: ClC=1C=C(C(=O)C2=CC(=CC=C2)Cl)C=CC1 (3,3'-dichlorobenzophenone), ClP(OCC)(OCC)=O (diethyl chlorophosphonate), C(C)(C)NC(C)C (diisopropylamine), C(CCC)[Li] (n-butyl lithium). Run in CCCCCC (hexane), O1CCCC1 (tetrahydrofurane), C(C)(C)(C)N=CC (acetaldehye N-tert-butylimine). The product is ClC=1C=C(C=CC1)C(=CC=O)C1=CC(=CC=C1)Cl (3,3-bis(3-chlorophenyl)-2-propenal). Reaction SMILES: [Cl:1][C:2]1[CH:3]=[C:4]([CH:14]=[CH:15][CH:16]=1)[C:5]([C:7]1[CH:12]=[CH:11][CH:10]=[C:9]([Cl:13])[CH:8]=1)=O.C(NC(C)C)(C)C.C([Li])CCC.ClP(=O)(OCC)[O:31][CH2:32][CH3:33]>CCCCCC.C(N=CC)(C)(C)C.O1CCCC1>[Cl:1][C:2]1[CH:3]=[C:4]([C:5]([C:7]2[CH:12]=[CH:11][CH:10]=[C:9]([Cl:13])[CH:8]=2)=[CH:33][CH:32]=[O:31])[CH:14]=[CH:15][CH:16]=1. Procedure: The compound was prepared according to the procedure described in Example 84. The following reagents were used: 3,3'-dichlorobenzophenone (25.1 g), diisopropylamine (32.2 mL), 1.6M n-butyl lithium in hexane (144 mL), acetaldehye N-tert-butylimine (14.75 mL), diethyl chlorophosphonate (16.6 mL) and tetrahydrofurane (200 mL). The usual work up furnished 24.0 g of essentially pure 3,3-bis(3-chlorophenyl)-2-propenal as an orange oil. The reactants are C([O-])([O-])=O.[Li+].[Li+] (lithium carbonate), C1(CC1)[C@]1([C@@H](NCC1)C(C)C)O ((2S,3R)-3-cyclopropyl-2-isopropylpyrrolidin-3-ol), FC1=C(C#N)C(=CC(=C1)F)F (2,4,6-trifluorobenzonitrile). Yields the product C(C)[C@@H]1N(CC[C@]1(C)O)C1=CC(=C(C#N)C(=C1)F)F (4-[(2S,3S)-2-ethyl-3-hydroxy-3-methylpyrrolidin-1-yl]-2,6-difluorobenzonitrile), solid. The yield is 61.0%. RXN SMILES: [CH:1]1([C@:4]2([OH:12])[CH2:8][CH2:7][NH:6][C@H:5]2[CH:9]([CH3:11])C)CC1.[F:13][C:14]1[CH:21]=[C:20](F)[CH:19]=[C:18]([F:23])[C:15]=1[C:16]#[N:17].C(=O)([O-])[O-].[Li+].[Li+]>>[CH2:9]([C@H:5]1[C@:4]([OH:12])([CH3:1])[CH2:8][CH2:7][N:6]1[C:20]1[CH:21]=[C:14]([F:13])[C:15]([C:16]#[N:17])=[C:18]([F:23])[CH:19]=1)[CH3:11] |f:2.3.4|. Procedure: By an operation in the same manner as in Example 1 and using (2S,3S)-2-ethyl-3-methylpyrrolidin-3-ol 0.5 oxalate (200 mg), 2,4,6-trifluorobenzonitrile (270 mg) and lithium carbonate (187 mg), the title compound was obtained as a colorless solid (yield: 187.5 mg, yield: 61%). Reactants: BrCCCCCCCCCC(CC)O (12-bromo-3-dodecanol), SCCC(=O)OC (methyl 3-mercaptopropionate), C(=O)([O-])[O-].[K+].[K+] (K2CO3), CCCCCC.CCOCC (hexane ether). Run in C(C)#N (acetonitrile). Yields the product OC(CCCCCCCCSCCC(=O)OC)CCC (Methyl 13(R,S)-hydroxy-4-thia-hexadecanoate). Yield: 43.7%. Reaction SMILES: BrC[CH2:3][CH2:4][CH2:5][CH2:6][CH2:7][CH2:8][CH2:9][CH2:10][CH:11]([OH:14])[CH2:12][CH3:13].[SH:15][CH2:16][CH2:17][C:18]([O:20][CH3:21])=[O:19].[C:22]([O-])([O-])=O.[K+].[K+].CCCCCC.CCOCC>C(#N)C>[OH:14][CH:11]([CH2:12][CH2:13][CH3:22])[CH2:10][CH2:9][CH2:8][CH2:7][CH2:6][CH2:5][CH2:4][CH2:3][S:15][CH2:16][CH2:17][C:18]([O:20][CH3:21])=[O:19] |f:2.3.4,5.6|. Procedure: To a solution of 12-bromo-3-dodecanol (8.78 g, 33.1 mmol) in acetonitrile (80 mL) was added methyl 3-mercaptopropionate (3-98 g. 33.1 mmol) and K2CO3 (5,5 g, 40 mmol). The mixture was allowed to react at room temperature for 20 hr. The mixture was acidified with ice-diluted HCl and the solution was extracted twice with ether (40 mL). The combined ether fractions were washed successively with dilute NaHCO3, water and brine, dried (MgSO4) and evaporated under reduced pressure. The product 7 (4.4 g...